From a dataset of the Open Reaction Database (ORD), a public repository of structured organic reaction records. describe an organic reaction: reactants, conditions, products, and yield Starting materials: CS(=O)(=O)OCCCC1=CNC2=CC=C(C=C12)CS(=O)(=O)NC (3-[5-[[(methylamino)sulfonyl]methyl]-1H-indol-3-yl]propyl methanesulfonate), [I-].[K+] (potassium iodide), C(C)(C)N(C(C)C)CC (N,N-diisopropylethylamine), COC=1C(=NC=NC1)N1CCNCC1 (1-(5-methoxy-4-pyrimidinyl)piperazine). Run in C(C)#N (acetonitrile). Product: COC=1C(=NC=NC1)N1CCN(CC1)CCCC1=CNC2=CC=C(C=C12)CS(=O)(=O)NC (4-(5-methoxy-4-pyrimidinyl)-1-[3-[5-[[(methylamino)sulfonyl]methyl]-1H-indol-3-yl]propyl]piperazine). Yield: 57.6%. As a reaction SMILES: CS(O[CH2:6][CH2:7][CH2:8][C:9]1[C:17]2[C:12](=[CH:13][CH:14]=[C:15]([CH2:18][S:19]([NH:22][CH3:23])(=[O:21])=[O:20])[CH:16]=2)[NH:11][CH:10]=1)(=O)=O.[I-].[K+].C(N(CC)C(C)C)(C)C.[CH3:35][O:36][C:37]1[C:38]([N:43]2[CH2:48][CH2:47][NH:46][CH2:45][CH2:44]2)=[N:39][CH:40]=[N:41][CH:42]=1>C(#N)C>[CH3:35][O:36][C:37]1[C:38]([N:43]2[CH2:48][CH2:47][N:46]([CH2:6][CH2:7][CH2:8][C:9]3[C:17]4[C:12](=[CH:13][CH:14]=[C:15]([CH2:18][S:19]([NH:22][CH3:23])(=[O:21])=[O:20])[CH:16]=4)[NH:11][CH:10]=3)[CH2:45][CH2:44]2)=[N:39][CH:40]=[N:41][CH:42]=1 |f:1.2|. Procedure details: To a solution of crude 3-[5-[[(methylamino)sulfonyl]methyl]-1H-indol-3-yl]propyl methanesulfonate (18.3 mmol, 1.0 equiv.) in 225 mL of anhydrous acetonitrile was added 3.03 g (18.3 mmol, 1.0 equiv.) of potassium iodide, 3.81 mL (21.9 mmol, 1.2 equiv.) of N,N-diisopropylethylamine and 3.89 g (20.1 mmol, 1.1 equiv.) of 1-(5-methoxy-4-pyrimidinyl)piperazine. The mixture was heated to reflux for sixteen hours. The reaction mixture was concentrated in vacuo and the residue was taken up in 500 mL of c... Starting materials: O=C([O-])[O-], Cc1nsc(-c2ccc(Cl)nn2)n1, Cl, [K+], [K+], c1ccc2c(c1)CCC1(CCNCC1)O2. Product: Cc1nsc(-c2ccc(N3CCC4(CCc5ccccc5O4)CC3)nn2)n1. As a reaction SMILES: [C:30](=[O:31])([O-:32])[O-:33].[Cl:1][c:2]1[n:3][n:4][c:5](-[c:8]2[n:9][c:10]([CH3:13])[n:11][s:12]2)[cH:6][cH:7]1.[ClH:14].[K+:34].[K+:35].[NH:15]1[CH2:16][CH2:17][C:18]2([O:19][c:20]3[cH:21][cH:22][cH:23][cH:24][c:25]3[CH2:26][CH2:27]2)[CH2:28][CH2:29]1>>[c:2]1([N:15]2[CH2:16][CH2:17][C:18]3([O:19][c:20]4[cH:21][cH:22][cH:23][cH:24][c:25]4[CH2:26][CH2:27]3)[CH2:28][CH2:29]2)[n:3][n:4][c:5](-[c:8]2[n:9][c:10]([CH3:13])[n:11][s:12]2)[cH:6][cH:7]1. Starting materials: IC1=NNC2=CC(=CC=C12)C=O (3-iodo-1H-indazole-6-carbaldehyde), [Cu](C#N)C#N (Copper cyanide), O (Water). Solvent: CN(C)C=O (DMF). The product is C(=O)C1=CC=C2C(=NNC2=C1)C#N (6-formyl-1H-indazole-3-carbonitrile). Isolated yield 59.5%. Reaction SMILES: I[C:2]1[C:10]2[C:5](=[CH:6][C:7]([CH:11]=[O:12])=[CH:8][CH:9]=2)[NH:4][N:3]=1.[Cu](C#N)[C:14]#[N:15].O>CN(C=O)C>[CH:11]([C:7]1[CH:6]=[C:5]2[C:10]([C:2]([C:14]#[N:15])=[N:3][NH:4]2)=[CH:9][CH:8]=1)=[O:12]. Procedure: To a solution of 3-iodo-1H-indazole-6-carbaldehyde (3 g, 10.8 mmol) in DMF (25 mL) was added Copper cyanide (1.9 g, 21 mmol). The solution was heated by microwave irradiation at 185° C. for 10 min Water (100 mL) was added and a white precipitate was collected. The precipitate was dissolved in EtOAc (250 mL), washed with water (2×25 mL), dried over MgSO4 and concentrated to give the title compound as a white solid (1.1 g, 73%). 1H NMR (400 MHz, DMSO-d6) δ 14.92 (bs, 1H), 10.17 (s, 1H), 8.39 (s, 1... Starting materials: FC(S(=O)(=O)OC=1CC2CCC(C1)N2C(=O)OC(C)(C)C)(F)F (tert-butyl 3-(trifluoromethylsulfonyloxy)-8-azabicyclo[3.2.1]oct-3-ene-8-carboxylate), C(=O)(O)[O-].[Na+] (NaHCO3), FC1=C(C=CC=C1F)N1N=NN=C1C=1C(=NC=C(C1)B1OC(C(O1)(C)C)(C)C)N (3-(1-(2,3-difluorophenyl)-1H-tetrazol-5-yl)-5-(4,4,5,5-tetramethyl-1,3,2-dioxaborolan-2-yl)pyridin-2-amine). Reagents/catalysts: C1=CC=C(C=C1)P([C-]2C=CC=C2)C3=CC=CC=C3.C1=CC=C(C=C1)P([C-]2C=CC=C2)C3=CC=CC=C3.Cl[Pd]Cl.[Fe+2] (PdCl2(dppf)2). Solvent: COCCOC (DME). Run at time 30 minute. Product: EtOAc hexanes, NC1=C(C=C(C=N1)C=1CC2CCC(C1)N2C(=O)OC(C)(C)C)C2=NN=NN2C2=C(C(=CC=C2)F)F (tert-butyl 3-(6-amino-5-(1-(2,3-difluorophenyl)-1H-tetrazol-5-yl)pyridin-3-yl)-8-azabicyclo[3.2.1]oct-3-ene-8-carboxylate). The yield is 50.4%. RXN SMILES: FC(F)(F)S(O[C:7]1[CH2:8][CH:9]2[N:14]([C:15]([O:17][C:18]([CH3:21])([CH3:20])[CH3:19])=[O:16])[CH:12]([CH:13]=1)[CH2:11][CH2:10]2)(=O)=O.C([O-])(O)=O.[Na+].[F:29][C:30]1[C:35]([F:36])=[CH:34][CH:33]=[CH:32][C:31]=1[N:37]1[C:41]([C:42]2[C:43]([NH2:57])=[N:44][CH:45]=[C:46](B3OC(C)(C)C(C)(C)O3)[CH:47]=2)=[N:40][N:39]=[N:38]1>COCCOC.C1C=CC(P(C2C=CC=CC=2)[C-]2C=CC=C2)=CC=1.C1C=CC(P(C2C=CC=CC=2)[C-]2C=CC=C2)=CC=1.Cl[Pd]Cl.[Fe+2]>[NH2:57][C:43]1[N:44]=[CH:45][C:46]([C:7]2[CH2:8][CH:9]3[N:14]([C:15]([O:17][C:18]([CH3:19])([CH3:20])[CH3:21])=[O:16])[CH:12]([CH:13]=2)[CH2:11][CH2:10]3)=[CH:47][C:42]=1[C:41]1[N:37]([C:31]2[CH:32]=[CH:33][CH:34]=[C:35]([F:36])[C:30]=2[F:29])[N:38]=[N:39][N:40]=1 |f:1.2,5.6.7.8|. Procedure: A solution of tert-butyl 3-(trifluoromethylsulfonyloxy)-8-azabicyclo[3.2.1]oct-3-ene-8-carboxylate (50 mg, 140 μmol, 1.0 eq.) in DME (2 mL) was degassed with nitrogen for 15 minutes. NaHCO3 (1.2 mM solution, 350 μL, 420 μmol, 3 eq.) and 3-(1-(2,3-difluorophenyl)-1H-tetrazol-5-yl)-5-(4,4,5,5-tetramethyl-1,3,2-dioxaborolan-2-yl)pyridin-2-amine (56 mg, 140 μmol, 1.0 eq.) were added and degassing was continued for an additional 30 minutes. PdCl2(dppf)2 (10 mg, 14 μmol, 0.1 eq.) was added and degassi... The reactants are CI (MeI), COC(C(C(=O)OC)C=1NC2=CC=CC(=C2C1CCN=[N+]=[N-])Cl)=O (2-[3-(2-azidoethyl)-4-chloro-1H-indol-2-yl]-propanedioic acid dimethyl ester), C[O-].[Na+] (NaOMe). Run in CO (MeOH), CO (MeOH). Run at time 30 minute. Yields the product COC(C(C(=O)OC)(C)C=1NC2=CC=CC(=C2C1CCN=[N+]=[N-])Cl)=O (2-[3-(2-Azidoethyl)-4-chloro-1H-indol-2-yl]-2-methylpropanedioic Acid Dimethyl Ester). Reaction SMILES: [CH3:1][O:2][C:3](=[O:24])[CH:4]([C:9]1[NH:10][C:11]2[C:16]([C:17]=1[CH2:18][CH2:19][N:20]=[N+:21]=[N-:22])=[C:15]([Cl:23])[CH:14]=[CH:13][CH:12]=2)[C:5]([O:7][CH3:8])=[O:6].[CH3:25][O-].[Na+].CI>CO>[CH3:1][O:2][C:3](=[O:24])[C:4]([C:9]1[NH:10][C:11]2[C:16]([C:17]=1[CH2:18][CH2:19][N:20]=[N+:21]=[N-:22])=[C:15]([Cl:23])[CH:14]=[CH:13][CH:12]=2)([CH3:25])[C:5]([O:7][CH3:8])=[O:6] |f:1.2|. Reported procedure: To a solution of 2-[3-(2-azidoethyl)-4-chloro-1H-indol-2-yl]-propanedioic acid dimethyl ester (19.3 mmol) in dry MeOH (0.1 L) at 0° C. under argon was added a 25% NaOMe in MeOH (4.37 mL, 19.11 mmol). The reaction mixture was stirred for 30 min, and MeI (1.82 mL, 29.2 mmol) was added. The mixture was stirred briefly at rt, and then was refluxed overnight. The reaction mixture was concentrated. The residue was taken up with cold H2O. This mixture was extracted with Et2O. The combined Et2O extracts... Reactants: CC1=NC=CC(=C1)C#CC=1N=C(NC1)C (2-methyl-4-(2-methyl-1H-imidazol-4-ylethynyl)-pyridine), Cl.ClCC1=NC(=CC=C1)C (2-chloromethyl-6-methyl-pyridine hydrochloride). The product is CC1=CC=CC(=N1)CN1C(=NC(=C1)C#CC1=CC(=NC=C1)C)C (4-[1-(6-Methyl-pyridin-2-ylmethyl)-2-methyl-1H-imidazol-4-ylethynyl]-2-methyl-pyridine). RXN SMILES: [CH3:1][C:2]1[CH:7]=[C:6]([C:8]#[C:9][C:10]2[N:11]=[C:12]([CH3:15])[NH:13][CH:14]=2)[CH:5]=[CH:4][N:3]=1.Cl.Cl[CH2:18][C:19]1[CH:24]=[CH:23][CH:22]=[C:21]([CH3:25])[N:20]=1>>[CH3:18][C:19]1[N:20]=[C:21]([CH2:25][N:13]2[CH:14]=[C:10]([C:9]#[C:8][C:6]3[CH:5]=[CH:4][N:3]=[C:2]([CH3:1])[CH:7]=3)[N:11]=[C:12]2[CH3:15])[CH:22]=[CH:23][CH:24]=1 |f:1.2|. Reported procedure: The title compound, MS: m/e=303.1 (M+H30), was prepared in accordance with the general method of example 1 from 2-methyl-4-(2-methyl-1H-imidazol-4-ylethynyl)-pyridine and 2-chloromethyl-6-methyl-pyridine hydrochloride.